This data is from the Open Reaction Database (ORD), a public repository of structured organic reaction records. The task is: describe an organic reaction: reactants, conditions, products, and yield The reactants are ClC=1C=CC2=C(C(=NCC(N2)=O)C2=CC=C(C=C2)O)C1 (7-chloro-1,3-dihyro-5-(4-hydroxyphenyl)-2H-1,4-benzodiazepin-2-one), C[O-].[Na+] (sodium methoxide), C(C)(=O)O (acetic acid), CI (methyl iodide). The solvent is CN(C=O)C (dimethylformamide), CO (methanol). Run at time 90 minute. Yields the product ClC=1C=CC2=C(C(=NCC(N2C)=O)C2=CC=C(C=C2)O)C1 (7-Chloro-1,3-dihydro-5-(4-hydroxyphenyl)-1-methyl-2H-1,4-benzodiazepin-2-on). Yield: 6.0%. RXN SMILES: [Cl:1][C:2]1[CH:3]=[CH:4][C:5]2[NH:11][C:10](=[O:12])[CH2:9][N:8]=[C:7]([C:13]3[CH:18]=[CH:17][C:16]([OH:19])=[CH:15][CH:14]=3)[C:6]=2[CH:20]=1.C[O-].[Na+].CI.[C:26](O)(=O)C>CN(C)C=O.CO>[Cl:1][C:2]1[CH:3]=[CH:4][C:5]2[N:11]([CH3:26])[C:10](=[O:12])[CH2:9][N:8]=[C:7]([C:13]3[CH:18]=[CH:17][C:16]([OH:19])=[CH:15][CH:14]=3)[C:6]=2[CH:20]=1 |f:1.2|. Reported procedure: To a solution of 6.5 g (0.022 mole) of 7-chloro-1,3-dihyro-5-(4-hydroxyphenyl)-2H-1,4-benzodiazepin-2-one in 40 ml of dimethylformamide was added 11.6 ml (0.055 mole) of 4.74 M sodium methoxide in methanol. After 90 min, the mixture was cooled in an ice bath and 9.4 g (0.066 mole) of methyl iodide was added dropwise with stirring. After 18 hr at room temperature the reaction mixture was acidified with acetic acid, and partitioned between 100 ml of dichloromethane and 100 ml of water. The water l... Reactants: CC1CN(CCN1)C(=O)OC(C)(C)C (tert-butyl 3-methylpiperazine-1-carboxylate), C([O-])([O-])=O.[K+].[K+] (potassium carbonate), BrCCCC#N (4-bromobutanenitrile), O (water). The solvent is CN(C=O)C (N,N-dimethylformamide). Reaction conditions: temperature 25 celsius, time 16 hour. Product: C(#N)CCCN1C(CN(CC1)C(=O)OC(C)(C)C)C (tert-butyl 4-(3-cyanopropyl)-3-methylpiperazine-1-carboxylate). Yield: 74.9%. As a reaction SMILES: [CH3:1][CH:2]1[NH:7][CH2:6][CH2:5][N:4]([C:8]([O:10][C:11]([CH3:14])([CH3:13])[CH3:12])=[O:9])[CH2:3]1.C(=O)([O-])[O-].[K+].[K+].Br[CH2:22][CH2:23][CH2:24][C:25]#[N:26].O>CN(C)C=O>[C:25]([CH2:24][CH2:23][CH2:22][N:7]1[CH2:6][CH2:5][N:4]([C:8]([O:10][C:11]([CH3:13])([CH3:12])[CH3:14])=[O:9])[CH2:3][CH:2]1[CH3:1])#[N:26] |f:1.2.3|. Procedure: To the stirred solution of tert-butyl 3-methylpiperazine-1-carboxylate (prepared according to procedure reported in US200876758A1, 2008, 5 g, 24.97 mmol) in N,N-dimethylformamide (50 ml) were added potassium carbonate (17.25 g, 125 mmol) and 4-bromobutanenitrile (2.98 ml, 30.0 mmol) at 25° C. The resulting solution was stirred at 25° C. for 16 h. The progress of the reaction was monitored by TLC. After completion of the reaction water (100 ml) was added and extracted with dichloromethane (3×60 m... Starting materials: FC1=CC=C(C=C1)C=1C(=C(N(C1)C1=CC=CC=C1)N)C#N (4-(4-fluorophenyl)-1-phenyl-2-amino-3-cyanopyrrole), CN(C)C1=NC=CC=C1 (dimethylaminopyridine), C(=O)N (formamide), O (water). The product is FC1=CC=C(C=C1)C1=CN(C=2N=CN=C(C21)N)C2=CC=CC=C2 (5-(4-Fluorophenyl)-7-phenyl-4-aminopyrrolo[2,3-d]pyrimidine). Reported procedure: 4.78 g of 4-(4-fluorophenyl)-1-phenyl-2-amino-3-cyanopyrrole are heated at 180° C. with a spatula tipful of dimethylaminopyridine for 3.5 h in 50 ml of formamide under a nitrogen atmosphere. After cooling to RT, the mixture is treated with water and extracted 3 times with EA. The organic phases are washed with water, dried over Na2SO4 and concentrated. The residue is slurried with EA/ether and the crystals are filtered off. The crystals are suspended in hot ethanol and filtered off after cooling... Reaction SMILES: [F:1][C:2]1[CH:7]=[CH:6][C:5]([C:8]2[C:9]([C:20]#[N:21])=[C:10]([NH2:19])[N:11]([C:13]3C=CC=CC=3)[CH:12]=2)=[CH:4][CH:3]=1.CN([C:25]1[CH:30]=[CH:29][CH:28]=[CH:27]N=1)C.O.[CH:32]([NH2:34])=O>>[F:1][C:2]1[CH:3]=[CH:4][C:5]([C:8]2[C:9]3[C:10]([NH2:19])=[N:11][CH:13]=[N:21][C:20]=3[N:34]([C:32]3[CH:25]=[CH:30][CH:29]=[CH:28][CH:27]=3)[CH:12]=2)=[CH:6][CH:7]=1. The reactants are COC1=CC=C(C=C1)[C@@H]1N([C@@H](CCC1)C=C)C(CC=C)=O (1-[(2R*,6S*)-2-(4-methoxyphenyl)-6-vinylpiperidin-1-yl]-3-buten-1-one). The reagents and catalysts are CC1=CC(=C(C(=C1)C)N2CCN([CH-]2)C3=C(C=C(C=C3C)C)C)C.C1CCC(CC1)[PH+](C2CCCCC2)C3CCCCC3.C1=CC=C(C=C1)C=[Ru](Cl)Cl (tricyclohexylphosphine[1,3-bis(2,4,6-trimethylphenyl)-4,5-dihydroimidazol-2-ylidene][benzylidene]ruthenium (IV) dichloride). The solvent is C(Cl)Cl (methylene chloride). Yields the product COC1=CC=C(C=C1)[C@@H]1N2C(CC=C[C@@H]2CCC1)=O ((6R*,9aS*)-6-(4-methoxyphenyl)-3,6,7,8,9,9a-hexahydroquinolizin-4-one). Isolated yield 31.1%. Reaction SMILES: [CH3:1][O:2][C:3]1[CH:8]=[CH:7][C:6]([C@H:9]2[CH2:14][CH2:13][CH2:12][C@@H:11](C=C)[N:10]2[C:17](=[O:21])[CH2:18][CH:19]=[CH2:20])=[CH:5][CH:4]=1>C(Cl)Cl.CC1C=C(C)C(N2[CH-]N(C3C(C)=CC(C)=CC=3C)CC2)=C(C)C=1.C1CCC([PH+](C2CCCCC2)C2CCCCC2)CC1.C1C=CC(C=[Ru](Cl)Cl)=CC=1>[CH3:1][O:2][C:3]1[CH:4]=[CH:5][C:6]([C@H:9]2[CH2:14][CH2:13][CH2:12][C@@H:11]3[N:10]2[C:17](=[O:21])[CH2:18][CH:19]=[CH:20]3)=[CH:7][CH:8]=1 |f:2.3.4|. Reported procedure: A solution of 1-[(2R*,6S*)-2-(4-methoxyphenyl)-6-vinylpiperidin-1-yl]-3-buten-1-one (100 mg) and tricyclohexylphosphine[1,3-bis(2,4,6-trimethylphenyl)-4,5-dihydroimidazol-2-ylidene][benzylidene]ruthenium (IV) dichloride (30 mg) in methylene chloride (50 mL) was heated under reflux for 1.5 hours. The reaction solution was left to cool to room temperature and then concentrated. The residue was purified by silica gel column chromatography (elution solvent: heptane:ethyl acetate=4:1->ethyl acetate) ... The reactants are [Li]CCCC, C1CCOC1, [Cl-], Ic1ccc(I)cc1, [NH4+], O=C1CCCOCC1. Yields the product OC1(c2ccc(I)cc2)CCCOCC1. RXN SMILES: [CH2:1]([Li:2])[CH2:3][CH2:4][CH3:5].[CH2:24]1[O:25][CH2:26][CH2:27][CH2:28]1.[Cl-:22].[I:6][c:7]1[cH:8][cH:9][c:10]([I:13])[cH:11][cH:12]1.[NH4+:23].[O:14]1[CH2:15][CH2:16][C:17](=[O:21])[CH2:18][CH2:19][CH2:20]1>>[c:7]1([C:17]2([OH:21])[CH2:16][CH2:15][O:14][CH2:20][CH2:19][CH2:18]2)[cH:8][cH:9][c:10]([I:13])[cH:11][cH:12]1. Starting materials: OC1=CC=C(C=C1)C=1C(C(OC1C1=CC=C(C=C1)OC)(C)C)=O (4-(4-Hydroxyphenyl)-5-(4-methoxyphenyl)-2,2-dimethylfuran-3(2H)-one), C([O-])([O-])=O.[Cs+].[Cs+] (cesium carbonate), CN(C)C=O (DMF), ClCC=1N=C2N(C=CC=C2)C1 (2-(chloromethyl) imidazo[1,2-a]pyridine). Solvent: O (water). Run at temperature 80 celsius. Yields the product N=1C(=CN2C1C=CC=C2)COC2=CC=C(C=C2)C=2C(C(OC2C2=CC=C(C=C2)OC)(C)C)=O (4-(4-(imidazo[1,2-a]pyridin-2-ylmethoxy)phenyl)-5-(4-methoxyphenyl)-2,2-dimethylfuran-3(2H)-one). Isolated yield 78.9%. As a reaction SMILES: [OH:1][C:2]1[CH:7]=[CH:6][C:5]([C:8]2[C:9](=[O:23])[C:10]([CH3:22])([CH3:21])[O:11][C:12]=2[C:13]2[CH:18]=[CH:17][C:16]([O:19][CH3:20])=[CH:15][CH:14]=2)=[CH:4][CH:3]=1.C(=O)([O-])[O-].[Cs+].[Cs+].CN(C=O)C.Cl[CH2:36][C:37]1[N:38]=[C:39]2[CH:44]=[CH:43][CH:42]=[CH:41][N:40]2[CH:45]=1>O>[N:38]1[C:37]([CH2:36][O:1][C:2]2[CH:3]=[CH:4][C:5]([C:8]3[C:9](=[O:23])[C:10]([CH3:21])([CH3:22])[O:11][C:12]=3[C:13]3[CH:18]=[CH:17][C:16]([O:19][CH3:20])=[CH:15][CH:14]=3)=[CH:6][CH:7]=2)=[CH:45][N:40]2[CH:41]=[CH:42][CH:43]=[CH:44][C:39]=12 |f:1.2.3|. Procedure: 4-(4-Hydroxyphenyl)-5-(4-methoxyphenyl)-2,2-dimethylfuran-3(2H)-one (2.5 g, 8.06 mmol) was added to a mixture of cesium carbonate (10.5 g, 32.2 mmol) and DMF (20 mL) at RT under nitrogen. The reaction mixture was stirred at RT for 30 min, upon which 2-(chloromethyl) imidazo[1,2-a]pyridine (2.4 g, 12.0 mmol) was added. The mixture was heated at 80° C. for 4 h (reaction was monitored by TLC). The reaction mixture was allowed to cool to RT, diluted with water and extracted with EtOAc. The combined ...